From a dataset of the Open Reaction Database (ORD), a public repository of structured organic reaction records. describe an organic reaction: reactants, conditions, products, and yield The product is CSc1ccnc2c(-c3ccc(F)cc3)c(-c3ccncc3)[nH]c12. Reaction SMILES: [C:1]([O:2][C:3](=[O:4])[n:8]1[c:9](-[c:26]2[cH:27][cH:28][n:29][cH:30][cH:31]2)[c:10](-[c:19]2[cH:20][cH:21][c:22]([F:25])[cH:23][cH:24]2)[c:11]2[n:12][cH:13][cH:14][c:15]([S:17][CH3:18])[c:16]12)([CH3:5])([CH3:6])[CH3:7].[CH3:32][S:33]([CH3:34])=[O:35]>>[nH:8]1[c:9](-[c:26]2[cH:27][cH:28][n:29][cH:30][cH:31]2)[c:10](-[c:19]2[cH:20][cH:21][c:22]([F:25])[cH:23][cH:24]2)[c:11]2[n:12][cH:13][cH:14][c:15]([S:17][CH3:18])[c:16]12. Reactants: CSc1ccnc2c(-c3ccc(F)cc3)c(-c3ccncc3)n(C(=O)OC(C)(C)C)c12, CS(C)=O. Reactants: ClC=1C=C(C(=O)C2=CC=C(C=C2)OC)C=CC1OC (3-chloro-4,4'-dimethoxybenzophenone), [C-]#N.[K+] (potassium cyanide), C([O-])([O-])=O.[NH4+].[NH4+] (ammonium carbonate), C(O)([O-])=O.[NH4+] (ammonium hydrogencarbonate), C(=O)N (formamide), Cl (hydrochloric acid). Run in O (water), O (water). Conditions: time 48 hour. The product is ClC=1C=C(C=CC1OC)C1(C(NC(N1)=O)=O)C1=CC=C(C=C1)OC (5-(3-chloro-4-methoxyphenyl)-5-(4-methoxyphenyl)hydantoin). As a reaction SMILES: [Cl:1][C:2]1[CH:3]=[C:4]([CH:15]=[CH:16][C:17]=1[O:18][CH3:19])[C:5]([C:7]1[CH:12]=[CH:11][C:10]([O:13][CH3:14])=[CH:9][CH:8]=1)=O.[C-]#[N:21].[K+].[C:23](=[O:26])([O-])[O-].[NH4+].[NH4+].C(=O)([O-])O.[NH4+].[CH:34]([NH2:36])=[O:35].Cl>O>[Cl:1][C:2]1[CH:3]=[C:4]([C:5]2([C:7]3[CH:12]=[CH:11][C:10]([O:13][CH3:14])=[CH:9][CH:8]=3)[NH:21][C:34](=[O:35])[NH:36][C:23]2=[O:26])[CH:15]=[CH:16][C:17]=1[O:18][CH3:19] |f:1.2,3.4.5,6.7|. Procedure details: 55.3 Grams of 3-chloro-4,4'-dimethoxybenzophenone, 65.1 g of potassium cyanide, 96 g of ammonium carbonate and 94.8 g of ammonium hydrogencarbonate were charged in an autoclave together with 500 ml. of formamide and 100 ml. of water and the whole was heated at 120° C. with stirring for 48 hours. The reaction liquid was made acidic with concentrated hydrochloric acid, mixed with water and allowed to stand in a cool place overnight. The precipitates thus formed were washed with water and filtered ... Starting materials: ClC=1N=NC(=CC1)C1=C(C=C(C=C1)OC)O (3-chloro-6-(2-hydroxy-4-methoxyphenyl)pyridazine), C([O-])([O-])=O.[K+].[K+] (potassium carbonate), C(Br)C1CO1 (epibromohydrin). Run in CC(CC)=O (butan-2-one). The product is ClC=1N=NC(=CC1)C1=C(C=C(C=C1)OC)OCC1CO1 (3-chloro-6-[2-(2,3-epoxypropoxy)-4-methoxyphenyl]pyridazine). RXN SMILES: [Cl:1][C:2]1[N:3]=[N:4][C:5]([C:8]2[CH:13]=[CH:12][C:11]([O:14][CH3:15])=[CH:10][C:9]=2[OH:16])=[CH:6][CH:7]=1.C(=O)([O-])[O-].[K+].[K+].[CH2:23]([CH:25]1[O:27][CH2:26]1)Br>CC(=O)CC>[Cl:1][C:2]1[N:3]=[N:4][C:5]([C:8]2[CH:13]=[CH:12][C:11]([O:14][CH3:15])=[CH:10][C:9]=2[O:16][CH2:23][CH:25]2[O:27][CH2:26]2)=[CH:6][CH:7]=1 |f:1.2.3|. Procedure: A stirred mixture of 3-chloro-6-(2-hydroxy-4-methoxyphenyl)pyridazine (0.1 mole), potassium carbonate (0.3 mole) and epibromohydrin (0.4 mole) in butan-2-one was heated under reflux overnight. The filtered solution was evaporated to give an oil which was purified by elution with mixtures of chloroform-methanol on a silica column to give 3-chloro-6-[2-(2,3-epoxypropoxy)-4-methoxyphenyl]pyridazine m.p. 111°-112° (ethanol).